This data is from the Open Reaction Database (ORD), a public repository of structured organic reaction records. The task is: describe an organic reaction: reactants, conditions, products, and yield Starting materials: O=C([O-])[O-], CC#N, CN(C)C(=O)c1cnc(Cl)cn1, [K+], [K+], COC(=O)c1cc(O)cc(OC2CCN(C)C2=O)c1. The product is COC(=O)c1cc(Oc2cnc(C(=O)N(C)C)cn2)cc(OC2CCN(C)C2=O)c1. As a reaction SMILES: [C:32](=[O:33])([O-:34])[O-:35].[CH3:38][C:39]#[N:40].[Cl:20][c:21]1[n:22][cH:23][c:24]([C:27](=[O:28])[N:29]([CH3:30])[CH3:31])[n:25][cH:26]1.[K+:36].[K+:37].[OH:1][c:2]1[cH:3][c:4]([C:5](=[O:6])[O:7][CH3:8])[cH:9][c:10]([O:12][CH:13]2[C:14](=[O:19])[N:15]([CH3:18])[CH2:16][CH2:17]2)[cH:11]1>>[O:1]([c:2]1[cH:3][c:4]([C:5](=[O:6])[O:7][CH3:8])[cH:9][c:10]([O:12][CH:13]2[C:14](=[O:19])[N:15]([CH3:18])[CH2:16][CH2:17]2)[cH:11]1)[c:21]1[n:22][cH:23][c:24]([C:27](=[O:28])[N:29]([CH3:30])[CH3:31])[n:25][cH:26]1. The reactants are N1=CC=CC=C1.F (hydrogen fluoride-pyridine), C(CCC)(=O)OC1=C(SCCCCCC(=O)OC)[C@H]([C@@H](C1)O[Si](C)(C)C(C)(C)C)\C=C\C(C(CCCCC)(C)C)O (methyl(11R,12S,13E)-9-butyryloxy-11-tert-butyldimethylsiloxy-15-hydroxy-16,16,20-trimethyl-7-thiaprosta-8,13-dienoate). Product: C(CCC)(=O)OC1=C(SCCCCCC(=O)OC)[C@H]([C@@H](C1)O)\C=C\C(C(CCCCC)(C)C)O (methyl(11R,12S,13E)-9-butyryloxy-11,15-dihydroxy-16,16,20-trimethyl-7-thiaprosta-8,13-dienoate). RXN SMILES: N1C=CC=CC=1.F.[C:8]([O:13][C:14]1[CH2:28][C@@H:27]([O:29][Si](C(C)(C)C)(C)C)[C@H:26](/[CH:37]=[CH:38]/[CH:39]([OH:48])[C:40]([CH3:47])([CH3:46])[CH2:41][CH2:42][CH2:43][CH2:44][CH3:45])[C:15]=1[S:16][CH2:17][CH2:18][CH2:19][CH2:20][CH2:21][C:22]([O:24][CH3:25])=[O:23])(=[O:12])[CH2:9][CH2:10][CH3:11]>>[C:8]([O:13][C:14]1[CH2:28][C@@H:27]([OH:29])[C@H:26](/[CH:37]=[CH:38]/[CH:39]([OH:48])[C:40]([CH3:46])([CH3:47])[CH2:41][CH2:42][CH2:43][CH2:44][CH3:45])[C:15]=1[S:16][CH2:17][CH2:18][CH2:19][CH2:20][CH2:21][C:22]([O:24][CH3:25])=[O:23])(=[O:12])[CH2:9][CH2:10][CH3:11] |f:0.1|. Procedure details: Using as the materials a hydrogen fluoride-pyridine solution (0.25 ml) and methyl(11R,12S,13E)-9-butyryloxy-11-tert-butyldimethylsiloxy-15-hydroxy-16,16,20-trimethyl-7-thiaprosta-8,13-dienoate (100 mg), the same procedure as in Example 2 was performed to separately obtain two stereoisomers of methyl(11R,12S,13E)-9-butyryloxy-11,15-dihydroxy-16,16,20-trimethyl-7-thiaprosta-8,13-dienoate different at the 15-position. (Low polarity compound: 26 mg, 33%; high polarity compound: 28 mg, 35%)